Dataset: the Open Reaction Database (ORD), a public repository of structured organic reaction records. Task: describe an organic reaction: reactants, conditions, products, and yield Reactants: C(#N)C1=CC=C(C=C1)NC=O (N-(4-cyano-phenyl)-formamide), ClC1=NC(=C2N=CN(C2=N1)C)Cl (2,6-dichloro-9-methyl-9H-purine). The product is ClC1=NC(=C2N=CN(C2=N1)C)NC1=CC=C(C#N)C=C1 (4-(2-Chloro-9-methyl-9H-purin-6-ylamino)-benzonitrile). Reaction SMILES: [C:1]([C:3]1[CH:8]=[CH:7][C:6]([NH:9][CH:10]=O)=[CH:5][CH:4]=1)#[N:2].[Cl:12][C:13]1[N:21]=[C:20]2[C:16]([N:17]=[CH:18][N:19]2[CH3:22])=C(Cl)[N:14]=1>>[Cl:12][C:13]1[N:21]=[C:20]2[C:16]([N:17]=[CH:18][N:19]2[CH3:22])=[C:10]([NH:9][C:6]2[CH:7]=[CH:8][C:3]([C:1]#[N:2])=[CH:4][CH:5]=2)[N:14]=1. Procedure details: Was prepared according to Example 3 from N-(4-cyano-phenyl)-formamide and 2,6-dichloro-9-methyl-9H-purine. Starting materials: C, CCOC(=O)c1ccc2c(C3CCCCC3)c(-c3ccc(OCOC)cc3OCOC)n(CCOCc3ccccc3)c2n1, CO, [H][H], C1CCOC1, [Pd]. The product is CCOC(=O)c1ccc2c(C3CCCCC3)c(-c3ccc(OCOC)cc3OCOC)n(CCO)c2n1. As a reaction SMILES: [C:54].[CH2:1]([c:2]1[cH:3][cH:4][cH:5][cH:6][cH:7]1)[O:8][CH2:9][CH2:10][n:11]1[c:12](-[c:31]2[c:32]([O:41][CH2:42][O:43][CH3:44])[cH:33][c:34]([O:37][CH2:38][O:39][CH3:40])[cH:35][cH:36]2)[c:13]([CH:25]2[CH2:26][CH2:27][CH2:28][CH2:29][CH2:30]2)[c:14]2[c:15]1[n:16][c:17]([C:20](=[O:21])[O:22][CH2:23][CH3:24])[cH:18][cH:19]2.[CH3:52][OH:53].[H:45][H:46].[O:47]1[CH2:48][CH2:49][CH2:50][CH2:51]1.[Pd:55]>>[OH:8][CH2:9][CH2:10][n:11]1[c:12](-[c:31]2[c:32]([O:41][CH2:42][O:43][CH3:44])[cH:33][c:34]([O:37][CH2:38][O:39][CH3:40])[cH:35][cH:36]2)[c:13]([CH:25]2[CH2:26][CH2:27][CH2:28][CH2:29][CH2:30]2)[c:14]2[c:15]1[n:16][c:17]([C:20](=[O:21])[O:22][CH2:23][CH3:24])[cH:18][cH:19]2.